From a dataset of the Open Reaction Database (ORD), a public repository of structured organic reaction records. describe an organic reaction: reactants, conditions, products, and yield The reactants are BrN1C(CCC1=O)=O (NBS), COC1=C(C=CC(=C1)CO)C1=CC=CC=C1 ((2-methoxy-biphenyl-4-yl)-methanol), C1(=CC=CC=C1)P(C1=CC=CC=C1)C1=CC=CC=C1 (triphenyl phosphine). Run in C(Cl)Cl (CH2Cl2). Reaction conditions: time 8 hour. Product: BrCC1=CC(=C(C=C1)C1=CC=CC=C1)OC (4-bromomethyl-2-methoxy-biphenyl). RXN SMILES: [Br:1]N1C(=O)CCC1=O.[CH3:9][O:10][C:11]1[CH:16]=[C:15]([CH2:17]O)[CH:14]=[CH:13][C:12]=1[C:19]1[CH:24]=[CH:23][CH:22]=[CH:21][CH:20]=1.C1(P(C2C=CC=CC=2)C2C=CC=CC=2)C=CC=CC=1>C(Cl)Cl>[Br:1][CH2:17][C:15]1[CH:14]=[CH:13][C:12]([C:19]2[CH:24]=[CH:23][CH:22]=[CH:21][CH:20]=2)=[C:11]([O:10][CH3:9])[CH:16]=1. Reported procedure: 1.24 g (7.6 mmol) of NBS (N-bromosuccinimide) is added in small portions to a solution of (2-methoxy-biphenyl-4-yl)-methanol (1.35 g, 6.3 mmol) and triphenyl phosphine (2.0 g, 7.0 mmol) in 15 mL of CH2Cl2 at 0° C. The cooling bath is removed and the reaction mixture is stirred at room temperature overnight. The reaction mixture is then concentrated in vacuo, and the residue is purified by chromatography on silica gel (10% EtOAc/hexane) to furnish 4-bromomethyl-2-methoxy-biphenyl as a clear, colo... Reactants: NS(=O)(=O)C1=CC=C(C=C1)CC(C=CC(=O)O)=O (5-[4-(aminosulfonyl)phenyl]-4-oxo-2-pentenoic acid), NN (hydrazine), [OH-].[K+] (KOH), CO (methanol). The product is NS(=O)(=O)C1=CC=C(C=C1)C1=NNC(C1)C(=O)O ((±)-3-[4-(Aminosulfonyl)phenyl]-4,5-dihydropyrazole-5-carboxylic acid). Reaction SMILES: [NH2:1][S:2]([C:5]1[CH:10]=[CH:9][C:8]([CH2:11][C:12](=O)[CH:13]=[CH:14]C(O)=O)=[CH:7][CH:6]=1)(=[O:4])=[O:3].[NH2:19][NH2:20].[OH-:21].[K+].C[OH:24]>>[NH2:1][S:2]([C:5]1[CH:6]=[CH:7][C:8]([C:11]2[CH2:12][CH:13]([C:14]([OH:24])=[O:21])[NH:20][N:19]=2)=[CH:9][CH:10]=1)(=[O:3])=[O:4] |f:2.3|. Procedure details: A mixture of 12.75 g of 5-[4-(aminosulfonyl)phenyl]-4-oxo-2-pentenoic acid, 2.24 g of hydrazine and 3.0 g of KOH in 100 ml of methanol is refluxed for 3 hours, cooled, and 50 ml of methanol is removed in vacuo. Then there is added 50 ml of water and the mixture is acidified with concentrated HCl. The resulting solid is filtered off, washed with water, then ethanol and dried to yield 8.8 g of the title compound, melting point 224°-226° C. The reactants are Cl (hydrochloride), NC1=C(C=C(C=C1I)C(CNC1CCC1)=O)F (4'-amino-2-cyclobutylamino-3'-fluoro-5'-iodo-acetophenone). Product: NC1=C(C=C(C=C1I)C(CNC1CCC1)O)F (1-(4'-Amino-3'-fluoro-5'-iodo-phenyl)-2-cyclobutylamino-ethanol). RXN SMILES: Cl.[NH2:2][C:3]1[C:8]([I:9])=[CH:7][C:6]([C:10](=[O:17])[CH2:11][NH:12][CH:13]2[CH2:16][CH2:15][CH2:14]2)=[CH:5][C:4]=1[F:18]>>[NH2:2][C:3]1[C:8]([I:9])=[CH:7][C:6]([CH:10]([OH:17])[CH2:11][NH:12][CH:13]2[CH2:16][CH2:15][CH2:14]2)=[CH:5][C:4]=1[F:18]. Procedure: m.p. of the hydrochloride: 197°-199° C. (decomp.), was prepared from 4'-amino-2-cyclobutylamino-3'-fluoro-5'-iodo-acetophenone analogous to Example 49. Starting materials: NHMe(OMe), Cl (HCl), TEA, FC1=C(C=C(C=C1F)F)CC(=O)O (2,3,5-trifluorophenylacetic acid), C1=CN(C=N1)C(=O)N2C=CN=C2 (CDI), C1CCOC1 (THF). Run in O (H2O). Conditions: temperature 5 celsius, time 5 hour. Product: CON(C(CC1=C(C(=CC(=C1)F)F)F)=O)C (N-Methoxy-N-methyl-2-(2,3,5-trifluorophenyl)acetamide). Isolated yield 80.0%. As a reaction SMILES: Cl.[F:2][C:3]1[C:8]([F:9])=[CH:7][C:6]([F:10])=[CH:5][C:4]=1[CH2:11][C:12]([OH:14])=O.C1N=CN(C([N:22]2[CH:26]=NC=C2)=O)C=1.C1C[O:30][CH2:29]C1>O>[CH3:29][O:30][N:22]([CH3:26])[C:12](=[O:14])[CH2:11][C:4]1[CH:5]=[C:6]([F:10])[CH:7]=[C:8]([F:9])[C:3]=1[F:2]. Procedure details: To a solution of NHMe(OMe).HCl (20.3 g, 0.21 mol) in THF (110 mL), H2O (40 mL) and TEA (26.3 g, 0.22 mol) was added 2,3,5-trifluorophenylacetic acid (42, 24.7 g, 0.13 mol) and CDI (24.3 g, 0.15 mol) at 0-10° C. The reaction mixture was stirred at 0-10° C. for 5 h. After HPLC showed that the reaction was complete, the mixture was filtered through celite and the filtrate was partitioned with water and EtOAc. The organic solution was dried over Na2SO4 and concentrated. The crude residual was furthe... Reactants: O=C1NC2=C(N1)C=CC(=C2)C2CCN(CC2)C(=O)OC(C)(C)C (tert-Butyl 4-(2-oxo-2,3-dihydro-1H-benzo[d]imidazol-5-yl)piperidine-1-carboxylate), FC(C(=O)O)(F)F (trifluoroacetic acid). Solvent: C(Cl)Cl (CH2Cl2), CO (CH3OH). Conditions: time 6 hour. Yields the product N1CCC(CC1)C1=CC2=C(NC(N2)=O)C=C1 (5-(Piperidin-4-yl)-1H-benzo[d]imidazol-2(3H)-one). Isolated yield 90.0%. RXN SMILES: [O:1]=[C:2]1[NH:6][C:5]2[CH:7]=[CH:8][C:9]([CH:11]3[CH2:16][CH2:15][N:14](C(OC(C)(C)C)=O)[CH2:13][CH2:12]3)=[CH:10][C:4]=2[NH:3]1.FC(F)(F)C(O)=O>C(Cl)Cl.CO>[NH:14]1[CH2:13][CH2:12][CH:11]([C:9]2[CH:8]=[CH:7][C:5]3[NH:6][C:2](=[O:1])[NH:3][C:4]=3[CH:10]=2)[CH2:16][CH2:15]1. Procedure: To a solution of compound 17 (0.95 g, 3 mmol) in a mixture of CH2Cl2 (15 mL) and CH3OH (20 mL) was added trifluoroacetic acid (3 mL) at 0° C., and the mixture was stirred for 6 h at room temperature. Solvents were evaporated under reduced pressure, and triturating with diethyl ether gave the title compound 5. Yield: 90%, light yellow solid, mp 214-215° C. IR (KBr, cm−1) 3238 (CONH), 3043 (Ar—H), 2956 (Alph-H), 1692 (CO), 1612, 1446 (C—C), 1180 (C—N), 1126 (C-0); 1HNMR (500 MHz, DMSO d6) δ 1.73-1... Yields the product Cc1ccc(C(C)(C)C)c(OCCO)c1. Starting materials: [Al+3], COC(=O)COc1cc(C)ccc1C(C)(C)C, C1CCOC1, [H-], [H-], [H-], [H-], [Li+]. As a reaction SMILES: [Al+3:19].[C:1]([CH3:2])([CH3:3])([CH3:4])[c:5]1[c:6]([O:7][CH2:8][C:9](=[O:10])[O:11][CH3:12])[cH:13][c:14]([CH3:17])[cH:15][cH:16]1.[CH2:24]1[O:25][CH2:26][CH2:27][CH2:28]1.[H-:18].[H-:21].[H-:22].[H-:23].[Li+:20]>>[C:1]([CH3:2])([CH3:3])([CH3:4])[c:5]1[c:6]([O:7][CH2:8][CH2:9][OH:10])[cH:13][c:14]([CH3:17])[cH:15][cH:16]1. The reactants are [N+](=O)([O-])C1=CC=C(N)C=C1 (4-nitroaniline), BrC(C(=O)N=C=O)CBr (2,3-dibromopropionyl isocyanate). Solvent: C(C)#N (acetonitrile). Run at temperature 20 celsius, time 3 hour. Yields the product [N+](=O)([O-])C1=CC=C(C=C1)NC(=O)NC(C(CBr)Br)=O (N-(4-nitrophenyl)-N'-(2,3-dibromopropionyl)-urea). RXN SMILES: [N+:1]([C:4]1[CH:10]=[CH:9][C:7]([NH2:8])=[CH:6][CH:5]=1)([O-:3])=[O:2].[Br:11][CH:12]([CH2:18][Br:19])[C:13]([N:15]=[C:16]=[O:17])=[O:14]>C(#N)C>[N+:1]([C:4]1[CH:10]=[CH:9][C:7]([NH:8][C:16]([NH:15][C:13](=[O:14])[CH:12]([Br:11])[CH2:18][Br:19])=[O:17])=[CH:6][CH:5]=1)([O-:3])=[O:2]. Reported procedure: 14.0 g of 4-nitroaniline are dissolved in 200 ml of anhydrous acetonitrile, and 26.0 g of 2,3-dibromopropionyl isocyanate are added dropwise with cooling at 5° to 10° C. After stirring for 3 hours at 20° C., the solid precipitated is filtered off and dried. Yield: 35.0 g m.p.: 205° - 206° C. (decomp.).